This data is from the Open Reaction Database (ORD), a public repository of structured organic reaction records. The task is: describe an organic reaction: reactants, conditions, products, and yield Reactants: Example 2 ( 1 ), FC=1C=C(C=C(C1)F)SC1=C(N=C(N1CC1=NC=CC=C1)CCC(=O)OC)C(C)C (Methyl 3-(5-(3,5-difluorophenylthio)-4-isopropyl-1-(pyridin-2-ylmethyl)-1H-imidazol-2-yl)propionate), ClC=1C=C(C=CC1)SC1=C(N=C(N1)COCC1=CC=C(C=C1)OC)C(C)C (5-(3-chlorophenylthio)-4-isopropyl-2-(p-methoxybenzyloxymethyl)-1H-imidazole). The product is ClC=1C=C(C=CC1)SC1=C(N=C(N1C)CO)C(C)C ([5-(3-chlorophenylthio)-4-isopropyl-1-methyl-1H-imidazol-2-yl]methanol). RXN SMILES: F[C:2]1C=C(SC2N(CC3C=CC=CN=3)C(CCC(OC)=O)=NC=2C(C)C)C=C(F)C=1.[Cl:31][C:32]1[CH:33]=[C:34]([S:38][C:39]2[NH:43][C:42]([CH2:44][O:45]CC3C=CC(OC)=CC=3)=[N:41][C:40]=2[CH:55]([CH3:57])[CH3:56])[CH:35]=[CH:36][CH:37]=1>>[Cl:31][C:32]1[CH:33]=[C:34]([S:38][C:39]2[N:43]([CH3:2])[C:42]([CH2:44][OH:45])=[N:41][C:40]=2[CH:55]([CH3:56])[CH3:57])[CH:35]=[CH:36][CH:37]=1. Procedure details: By the same procedures as in Reference Example 2 (1) through (4), 5-(3-chlorophenylthio)-4-isopropyl-2-(p-methoxybenzyloxymethyl)-1H-imidazole (16c) was obtained.